From a dataset of the Open Reaction Database (ORD), a public repository of structured organic reaction records. describe an organic reaction: reactants, conditions, products, and yield The reactants are ClC(Cl)(Cl)Cl, CC(C)c1ccc(C=NO)cc1, CC(C)(C)OCl. The product is CC(C)c1ccc(C(Cl)=NO)cc1. Reaction SMILES: [C:19]([Cl:20])([Cl:21])([Cl:22])[Cl:23].[CH:7]([CH3:8])([CH3:9])[c:10]1[cH:11][cH:12][c:13]([CH:14]=[N:15][OH:16])[cH:17][cH:18]1.[Cl:1][O:2][C:3]([CH3:4])([CH3:5])[CH3:6]>>[Cl:1][C:14]([c:13]1[cH:12][cH:11][c:10]([CH:7]([CH3:8])[CH3:9])[cH:18][cH:17]1)=[N:15][OH:16].